The task is: describe an organic reaction: reactants, conditions, products, and yield. This data is from the Open Reaction Database (ORD), a public repository of structured organic reaction records. Reactants: Fc1cccc(CCl)c1, Cc1cc(Nc2ncnc3cccc(OC(C)CNC(=O)CO)c23)ccc1O. Reaction SMILES: [Cl:1][CH2:2][c:3]1[cH:4][c:5]([F:9])[cH:6][cH:7][cH:8]1.[OH:10][CH2:11][C:12](=[O:13])[NH:14][CH2:15][CH:16]([CH3:17])[O:18][c:19]1[c:20]2[c:21]([NH:29][c:30]3[cH:31][c:32]([CH3:37])[c:33]([OH:36])[cH:34][cH:35]3)[n:22][cH:23][n:24][c:25]2[cH:26][cH:27][cH:28]1>>[CH2:2]([c:3]1[cH:4][c:5]([F:9])[cH:6][cH:7][cH:8]1)[O:36][c:33]1[c:32]([CH3:37])[cH:31][c:30]([NH:29][c:21]2[c:20]3[c:19]([O:18][CH:16]([CH2:15][NH:14][C:12]([CH2:11][OH:10])=[O:13])[CH3:17])[cH:28][cH:27][cH:26][c:25]3[n:24][cH:23][n:22]2)[cH:35][cH:34]1. Yields the product Cc1cc(Nc2ncnc3cccc(OC(C)CNC(=O)CO)c23)ccc1OCc1cccc(F)c1. The reactants are C(C)(C)(C)OC(=O)N[C@H](C)C1=NC2=CC(=CC=C2C=C1)/C=C/C(C(=O)O[C@H](C(=O)N[C@H](C(=O)N1N[C@@H](CCC1)C(=O)O)C)C(C)C)(CF)CF ((S)-1-[(S)-2-((S)-2-{(E)-4-[2-((R)-1-tert-butoxycarbonylamino-ethyl)-quinolin-7-yl]-2,2-bis-fluoromethyl-but-3-enoyloxy}-3-methyl-butyrylamino)-propionyl]-hexahydro-pyridazine-3-carboxylic acid), Cl (hydrochloric acid). Run at time 30 minute. The product is Cl.N[C@H](C)C1=NC2=CC(=CC=C2C=C1)/C=C/C(C(=O)O[C@H](C(=O)N[C@H](C(=O)N1N[C@@H](CCC1)C(=O)O)C)C(C)C)(CF)CF ((S)-1-[(S)-2-((S)-2-{(E)-4-[2-((R)-1-amino-ethyl)-quinolin-7-yl]-2,2-bis-fluoromethyl-but-3-enoyloxy}-3-methyl-butyrylamino)-propionyl]-hexahydro-pyridazine-3-carboxylic acid hydrochloride). Reaction SMILES: C(OC([NH:8][C@@H:9]([C:11]1[CH:20]=[CH:19][C:18]2[C:13](=[CH:14][C:15](/[CH:21]=[CH:22]/[C:23]([CH2:49][F:50])([CH2:47][F:48])[C:24]([O:26][C@@H:27]([CH:44]([CH3:46])[CH3:45])[C:28]([NH:30][C@@H:31]([CH3:43])[C:32]([N:34]3[CH2:39][CH2:38][CH2:37][C@@H:36]([C:40]([OH:42])=[O:41])[NH:35]3)=[O:33])=[O:29])=[O:25])=[CH:16][CH:17]=2)[N:12]=1)[CH3:10])=O)(C)(C)C.[ClH:51]>>[ClH:51].[NH2:8][C@@H:9]([C:11]1[CH:20]=[CH:19][C:18]2[C:13](=[CH:14][C:15](/[CH:21]=[CH:22]/[C:23]([CH2:49][F:50])([CH2:47][F:48])[C:24]([O:26][C@@H:27]([CH:44]([CH3:45])[CH3:46])[C:28]([NH:30][C@@H:31]([CH3:43])[C:32]([N:34]3[CH2:39][CH2:38][CH2:37][C@@H:36]([C:40]([OH:42])=[O:41])[NH:35]3)=[O:33])=[O:29])=[O:25])=[CH:16][CH:17]=2)[N:12]=1)[CH3:10] |f:2.3|. Procedure details: A solution of (S)-1-[(S)-2-((S)-2-{(E)-4-[2-((R)-1-tert-butoxycarbonylamino-ethyl)-quinolin-7-yl]-2,2-bis-fluoromethyl-but-3-enoyloxy}-3-methyl-butyrylamino)-propionyl]-hexahydro-pyridazine-3-carboxylic acid 2,2,2-trichloro-ethyl ester (100 mg, 0.11 mmol) in tetrahydrofuran (3 mL) was stirred at 0° C. under nitrogen. An ice-cold aqueous solution of sodium hydroxide (0.1 M, 1.1 mL, 0.11 mmol) was added and the reaction mixture was stirred at 0° C. for 20 min. Cold hydrochloric acid (1 M) was adde... The reactants are BrC1=NC=C(C=C1)Cl (2-bromo-5-chloropyridine), [Na].[Na].[Na].S(=O)(=O)(O)C=1C=C(C=CC1)P(C1=CC(=CC=C1)S(=O)(=O)O)C1=CC(=CC=C1)S(=O)(=O)O (tris(3-sulfophenyl)phosphine trisodium salt), O=C1C2CCC(C(C1C=1C=C(C=CC1CC)B(O)O)=O)C2 (3-(2,4-dioxobicyclo[3.2.1]oct-3-yl)-4-ethylphenylboronic acid), P(=O)([O-])([O-])[O-].[K+].[K+].[K+] (potassium phosphate). The reagents and catalysts are C(C)(=O)[O-].[Pd+2].C(C)(=O)[O-] (palladium acetate). Solvent: O.C(C)#N (water acetonitrile). Conditions: time 5 minute. The product is ClC=1C=CC(=NC1)C=1C=CC(=C(C1)C1C(C2CCC(C1=O)C2)=O)CC (3-[5-(5-chloropyridin-2-yl)-2-ethylphenyl]bicyclo[3.2.1]octane-2,4-dione). As a reaction SMILES: [O:1]=[C:2]1[CH:8]([C:9]2[CH:10]=[C:11](B(O)O)[CH:12]=[CH:13][C:14]=2[CH2:15][CH3:16])[C:7](=[O:20])[CH:6]2[CH2:21][CH:3]1[CH2:4][CH2:5]2.P([O-])([O-])([O-])=O.[K+].[K+].[K+].Br[C:31]1[CH:36]=[CH:35][C:34]([Cl:37])=[CH:33][N:32]=1.[Na].[Na].[Na].S(C1C=C(P(C2C=CC=C(S(O)(=O)=O)C=2)C2C=CC=C(S(O)(=O)=O)C=2)C=CC=1)(O)(=O)=O>C([O-])(=O)C.[Pd+2].C([O-])(=O)C.O.C(#N)C>[Cl:37][C:34]1[CH:35]=[CH:36][C:31]([C:11]2[CH:12]=[CH:13][C:14]([CH2:15][CH3:16])=[C:9]([CH:8]3[C:2](=[O:1])[CH:3]4[CH2:21][CH:6]([CH2:5][CH2:4]4)[C:7]3=[O:20])[CH:10]=2)=[N:32][CH:33]=1 |f:1.2.3.4,6.7.8.9,10.11.12,13.14,^1:37,38,39|. Reported procedure: To a microwave vial containing 3-(2,4-dioxobicyclo[3.2.1]oct-3-yl)-4-ethylphenylboronic acid (0.15 g, 0.52 mmol) and potassium phosphate (0.667 g, 3.15 mmol) is added 2-bromo-5-chloropyridine (0.121 g, 0.63 mmol), palladium acetate (4.0 mg, 0.016 mmol) and tris(3-sulfophenyl)phosphine trisodium salt (21 mg, 0.038 mmol). A degassed solvent mixture of water/acetonitrile (1.6 ml, 2:1 ratio) is then added, followed by flushing with nitrogen, then stirring at ambient temperature for 5 minutes before ... Reactants: O=C([O-])[O-], ClCC=Cc1ccccc1, [K+], [K+], O, Nc1ccccc1N. Yields the product Nc1ccccc1NCC=Cc1ccccc1. As a reaction SMILES: [C:9](=[O:10])([O-:11])[O-:12].[CH2:15]([CH:16]=[CH:17][c:18]1[cH:19][cH:20][cH:21][cH:22][cH:23]1)[Cl:24].[K+:13].[K+:14].[OH2:25].[c:1]1([NH2:8])[c:2]([NH2:7])[cH:3][cH:4][cH:5][cH:6]1>>[c:1]1([NH2:8])[c:2]([NH:7][CH2:15][CH:16]=[CH:17][c:18]2[cH:19][cH:20][cH:21][cH:22][cH:23]2)[cH:3][cH:4][cH:5][cH:6]1.